This data is from the Open Reaction Database (ORD), a public repository of structured organic reaction records. The task is: describe an organic reaction: reactants, conditions, products, and yield The reactants are CC1(Cn2cc([N+](=O)[O-])nc2Cl)CO1, FC(F)(F)c1ccc(COC2CCNCC2)cc1, CN(C)C=O, O. Product: CC(O)(CN1CCC(OCc2ccc(C(F)(F)F)cc2)CC1)Cn1cc([N+](=O)[O-])nc1Cl. Reaction SMILES: [Cl:1][c:2]1[n:3]([CH2:10][C:11]2([CH3:14])[O:12][CH2:13]2)[cH:4][c:5]([N+:7](=[O:8])[O-:9])[n:6]1.[F:15][C:16]([c:17]1[cH:18][cH:19][c:20]([CH2:21][O:22][CH:23]2[CH2:24][CH2:25][NH:26][CH2:27][CH2:28]2)[cH:29][cH:30]1)([F:31])[F:32].[O:34]=[CH:35][N:36]([CH3:37])[CH3:38].[OH2:33]>>[Cl:1][c:2]1[n:3]([CH2:10][C:11]([OH:12])([CH2:13][N:26]2[CH2:25][CH2:24][CH:23]([O:22][CH2:21][c:20]3[cH:19][cH:18][c:17]([C:16]([F:15])([F:31])[F:32])[cH:30][cH:29]3)[CH2:28][CH2:27]2)[CH3:14])[cH:4][c:5]([N+:7](=[O:8])[O-:9])[n:6]1.